Dataset: the Open Reaction Database (ORD), a public repository of structured organic reaction records. Task: describe an organic reaction: reactants, conditions, products, and yield The reactants are CCOC(=O)C(C)(N)c1ccccc1, CCOC(=O)C(C)(N)c1ccccc1. Product: CC(N)(CO)c1ccccc1. As a reaction SMILES: [NH2:15][C:16]([c:17]1[cH:18][cH:19][cH:20][cH:21][cH:22]1)([CH3:23])[C:24]([O:25][CH2:26][CH3:27])=[O:28].[NH2:1][C:2]([C:3](=[O:4])[O:5][CH2:6][CH3:7])([CH3:8])[c:9]1[cH:10][cH:11][cH:12][cH:13][cH:14]1>>[NH2:1][C:2]([CH2:3][OH:4])([CH3:8])[c:9]1[cH:10][cH:11][cH:12][cH:13][cH:14]1. Starting materials: ClC1=NC=CC(=N1)C1=NC(=CC(=C1)C1=CC=C(C=C1)C(F)(F)F)C (2-chloro-4-[6-methyl-4-(4-trifluoromethylphenyl)-pyridin-2-yl]-pyrimidine), [N+](=O)([O-])C=1C=C(C=CC1)B(O)O (3-nitrophenylboronic acid). Yields the product CC1=CC(=CC(=N1)C1=NC(=NC=C1)C1=CC(=CC=C1)[N+](=O)[O-])C1=CC=C(C=C1)C(F)(F)F (4-[6-Methyl-4-(4-trifluoromethyl-phenyl)-pyridin-2-yl]-2-(3-nitro-phenyl)-pyrimidine), solid. Yield: 46.0%. Reaction SMILES: Cl[C:2]1[N:7]=[C:6]([C:8]2[CH:13]=[C:12]([C:14]3[CH:19]=[CH:18][C:17]([C:20]([F:23])([F:22])[F:21])=[CH:16][CH:15]=3)[CH:11]=[C:10]([CH3:24])[N:9]=2)[CH:5]=[CH:4][N:3]=1.[N+:25]([C:28]1[CH:29]=[C:30](B(O)O)[CH:31]=[CH:32][CH:33]=1)([O-:27])=[O:26]>>[CH3:24][C:10]1[N:9]=[C:8]([C:6]2[CH:5]=[CH:4][N:3]=[C:2]([C:32]3[CH:31]=[CH:30][CH:29]=[C:28]([N+:25]([O-:27])=[O:26])[CH:33]=3)[N:7]=2)[CH:13]=[C:12]([C:14]2[CH:19]=[CH:18][C:17]([C:20]([F:23])([F:22])[F:21])=[CH:16][CH:15]=2)[CH:11]=1. Procedure details: The title compound was prepared from 2-chloro-4-[6-methyl-4-(4-trifluoromethylphenyl)-pyridin-2-yl]-pyrimidine (example E.83) (3.6 g, 10.29 mmol) and commercially available 3-nitrophenylboronic acid (2.062 g, 12.35 mmol) according to the general procedure VI. Obtained as a light brown solid (2.1 g, 46%). MS (ISP) 437.2 [(M+H)+]. The reactants are C(C1=CC=CC=C1)N1N=CC(=C1)O[Si](C)(C)C(C)(C)C (1-Benzyl-4-t-butyldimethylsilyloxypyrazole), [F-].C(CCC)[N+](CCCC)(CCCC)CCCC (tetrabutylammonium fluoride). Solvent: C1CCOC1 (THF). Run at time 8 hour. The product is C(C1=CC=CC=C1)N1N=CC(=C1)O (1-Benzyl-4-hydroxypyrazole). The yield is 34.8%. RXN SMILES: [CH2:1]([N:8]1[CH:12]=[C:11]([O:13][Si](C(C)(C)C)(C)C)[CH:10]=[N:9]1)[C:2]1[CH:7]=[CH:6][CH:5]=[CH:4][CH:3]=1.[F-].C([N+](CCCC)(CCCC)CCCC)CCC>C1COCC1>[CH2:1]([N:8]1[CH:12]=[C:11]([OH:13])[CH:10]=[N:9]1)[C:2]1[CH:3]=[CH:4][CH:5]=[CH:6][CH:7]=1 |f:1.2|. Procedure: 1-Benzyl-4-t-butyldimethylsilyloxypyrazole (3.0 g, 10.4 mmol) was dissolved in THF (20 ml) and tetrabutylammonium fluoride (52 ml of 1M solution in THF) was added. The reaction was stirred overnight and the solvent removed in vacuo. The residue was dissolved in water and extracted into diethylether. The organics dried over sodium sulfate, and the ether removed in vacuo. The residue purified by column chromatography (silica gel, chloroform→2% methanol/chloroform) to yield product (0.63 g, 35%). M... Starting materials: [BH4-], CO, Cl, [Li]C, [Na+], Cc1ccc(C23CC2CNC3=O)cc1. Product: Cl, Cc1ccc(C23CC2CNC3C)cc1. As a reaction SMILES: [BH4-:17].[CH3:20][OH:21].[ClH:19].[Li:15][CH3:16].[Na+:18].[c:1]1([CH3:14])[cH:2][cH:3][c:4]([C:7]23[C:8](=[O:13])[NH:9][CH2:10][CH:11]2[CH2:12]3)[cH:5][cH:6]1>>[ClH:19].[c:1]1([CH3:14])[cH:2][cH:3][c:4]([C:7]23[CH:8]([CH3:16])[NH:9][CH2:10][CH:11]2[CH2:12]3)[cH:5][cH:6]1.